From a dataset of the Open Reaction Database (ORD), a public repository of structured organic reaction records. describe an organic reaction: reactants, conditions, products, and yield The reactants are OC=1C(=CC2=C(SC(=C2)C(=O)O)C1[N+](=O)[O-])OC (6-Hydroxy-5-methoxy-7-nitro-benzo[b]thiophene-2-carboxylic acid), C1(=CC=CC=C1)C (toluene), S(=O)(Cl)Cl (Thionyl chloride). The reagents and catalysts are CN(C=O)C (N,N-dimethylformamide). Conditions: temperature 80 celsius, time 2 hour. The product is OC=1C(=CC2=C(SC(=C2)C(=O)N2CCOCC2)C1[N+](=O)[O-])OC ((6-Hydroxy-5-methoxy-7-nitro-benzo[b]thiophen-2-yl)-morpholin-4-yl-methanone). Reaction SMILES: [OH:1][C:2]1[C:3]([O:17][CH3:18])=[CH:4][C:5]2[CH:9]=[C:8]([C:10]([OH:12])=O)[S:7][C:6]=2[C:13]=1[N+:14]([O-:16])=[O:15].S(Cl)(Cl)=O.[C:23]1([CH3:29])C=CC=CC=1>CN(C)C=O>[OH:1][C:2]1[C:3]([O:17][CH3:18])=[CH:4][C:5]2[CH:9]=[C:8]([C:10]([N:14]3[CH2:29][CH2:23][O:1][CH2:2][CH2:13]3)=[O:12])[S:7][C:6]=2[C:13]=1[N+:14]([O-:16])=[O:15]. Reported procedure: 6-Hydroxy-5-methoxy-7-nitro-benzo[b]thiophene-2-carboxylic acid (2.7 g) was dissolved in toluene (45 ml). Thionyl chloride (1.2 ml) and N,N-dimethylformamide (4 drops) were added. The solution was stirred at 80° C. for two hours and after that it was evaporated. The residue was dissolved into dichloromethane (45 ml) and morpholine (1.4 ml) and triethylamine (1.2 ml) added. The reaction solution was stirred at room temperature overnight. The solution of water and 2M HCl was added to the solution.... The reactants are C(C)(C)(C)OC(=O)N1C(C=C(C2=CC(=CC=C12)B(O)O)C)(C)C ((1-tert-butyloxycarbonyl-1,2-dihydro-2,2,4-trimethyl-6-quinolinyl)boronic acid), BrC=1C=C(SC1)C#N (4-bromo-2-cyanothiophene). The product is C(#N)C1=CC(=CS1)C=1C=C2C(=CC(NC2=CC1)(C)C)C (6-(5-Cyano-3-thienyl)-1,2-dihydro-2,2,4-trimethylquinoline). Yield: 90.6%. Reaction SMILES: C(OC([N:8]1[C:17]2[C:12](=[CH:13][C:14](B(O)O)=[CH:15][CH:16]=2)[C:11]([CH3:21])=[CH:10][C:9]1([CH3:23])[CH3:22])=O)(C)(C)C.Br[C:25]1[CH:26]=[C:27]([C:30]#[N:31])[S:28][CH:29]=1>>[C:30]([C:27]1[S:28][CH:29]=[C:25]([C:14]2[CH:13]=[C:12]3[C:17](=[CH:16][CH:15]=2)[NH:8][C:9]([CH3:22])([CH3:23])[CH:10]=[C:11]3[CH3:21])[CH:26]=1)#[N:31]. Reported procedure: This compound was prepared by General Method 2 from compound 9 (200 mg, 0.63 mmol) and 4-bromo-2-cyanothiophene (0.50 g, 2.65 mmol). The crude product was purified by prep. TLC (20×20 cm, 1000 μm, 25% ETOAc:Hexane) to afford 160 mg (91%) of Compound 452 as a yellow oil. Data for Compound 452: Rf 0.50 (silica gel, 25% EtOAc:hex); 1H NMR(400 MHz, CDCl3) 7.79 (s, 1 H), 7.46 (s, 1 H), 7.20 (s, 1 H), 7.16 (d, J=8.3, 1 H), 6.46 (d, J=8.3, 1 H), 5.37 (s, 1 H), 2.03 (s, 3 H), 1.31 (s, 6H); IR(film, NaCl... The reactants are CC1=NC=C(C=C1)OC1=CC=CC=C1 (2-methyl-5-phenoxy-pyridine), 121-1-1,3-chloroperoxybenzoic acid, S(=O)([O-])[O-].[Na+].[Na+] (sodium sulfite). Solvent: C(Cl)Cl (methylene chloride). Reaction conditions: time 45 minute. Product: CC1=[N+](C=C(C=C1)OC1=CC=CC=C1)[O-] (2-methyl-5-phenoxy-pyridine 1-oxide). RXN SMILES: [CH3:1][C:2]1[CH:7]=[CH:6][C:5]([O:8][C:9]2[CH:14]=[CH:13][CH:12]=[CH:11][CH:10]=2)=[CH:4][N:3]=1.S([O-])([O-])=[O:16].[Na+].[Na+]>C(Cl)Cl>[CH3:1][C:2]1[CH:7]=[CH:6][C:5]([O:8][C:9]2[CH:10]=[CH:11][CH:12]=[CH:13][CH:14]=2)=[CH:4][N+:3]=1[O-:16] |f:1.2.3|. Procedure: A mixture of 2-methyl-5-phenoxy-pyridine (3.6 g, 19 mmol) described in Manufacturing Example 121-1-1,3-chloroperoxybenzoic acid (5.6 g, 33 mmol), and methylene chloride (80 mL) was stirred at room temperature for 45 minutes. Aqueous sodium sulfite was added to the reaction solution, and the organic layer was separated and was washed with 5 N aqueous sodium hydroxide (7 mL). The organic layer was dried over anhydrous magnesium sulfate, and then the solvent was evaporated under a reduced pressure ... Reactants: C=CC=C (1,3-butadiene), COC=1C=C(C=CC1)CCC=CC (5-(3-methoxyphenyl)-2-pentene). The solvent is O (water). Reaction conditions: temperature 110 celsius, time 6 hour. Yields the product COC=1C=C(C=CC1)C (m-methoxytoluene). The yield is 79.0%. RXN SMILES: C=CC=C.[CH3:5][O:6][C:7]1[CH:8]=[C:9]([CH2:13]CC=CC)[CH:10]=[CH:11][CH:12]=1>O>[CH3:5][O:6][C:7]1[CH:8]=[C:9]([CH3:13])[CH:10]=[CH:11][CH:12]=1. Procedure details: After the flask was heated at a temperature of 110° C. during stirring in order to disperse the catalysts, 1,3-butadiene was fed for 6 hours at a flow rate of 0.3 mol/hour in order to promote the addition reaction. After the completion of the reaction, water was added to deactivate and separate the catalysts. The thus obtained reaction mixture was analyzed by gas chromatography. The results indicated that 5-(3-methoxyphenyl)-2-pentene was produced at 79% yield with respect to the consumed m-meth...